This data is from the Open Reaction Database (ORD), a public repository of structured organic reaction records. The task is: describe an organic reaction: reactants, conditions, products, and yield Run in C(Cl)Cl (DCM). The reactants are OCC1CN(CCO1)C(=O)OC(C)(C)C (tert-butyl 2-(hydroxymethyl)morpholine-4-carboxylate), FC(C(=O)O)(F)F (trifluoroacetic acid). The yield is 94.0%. Procedure details: A solution of tert-butyl 2-(hydroxymethyl)morpholine-4-carboxylate (1.1 g, 5.06 mmol) in DCM (15 mL) was treated with trifluoroacetic acid (2.5 mL, 10.1 mmol) and stirred at rt overnight. The reaction mixture was concentrated under reduced pressure to yield a thick oil (1.1 g, 94%): NMR (DMSO-d6) δ: 9.30 (1H, s), 4.95 (1H, s), 4.19-4.06 (1H, br s), 3.93 (1H, dd), 3.76-3.63 (2H, m), 3.47-3.32 (2H, m), 3.22-3.09 (3H, m), 3.92 (1H, td), 2.76 (1H, t). The product is FC(C(=O)O)(F)F.N1CC(OCC1)CO (Morpholin-2-ylmethanol trifluoroacetate). RXN SMILES: [OH:1][CH2:2][CH:3]1[O:8][CH2:7][CH2:6][N:5](C(OC(C)(C)C)=O)[CH2:4]1.[F:16][C:17]([F:22])([F:21])[C:18]([OH:20])=[O:19]>C(Cl)Cl>[F:16][C:17]([F:22])([F:21])[C:18]([OH:20])=[O:19].[NH:5]1[CH2:6][CH2:7][O:8][CH:3]([CH2:2][OH:1])[CH2:4]1 |f:3.4|. Run at time 8 hour. Starting materials: CNC1=CC=C(C(=O)O)C=C1 (4-methylaminobenzoic acid), C1=CN(C=N1)C(=O)N2C=CN=C2 (N,N-carbonyldiimidazole), CSC1=CC=C(C=C1)CCN1CCNCC1 (1-[2-(4-methylmercaptophenyl)ethyl]piperazine). Run in CN(C=O)C (dimethylformamide). Product: CNC1=CC=C(C(=O)N2CCN(CC2)CCC2=CC=C(C=C2)SC)C=C1 (1-(4-methylaminobenzoyl)-4-[2-(4-methylmercaptophenyl)ethyl]piperazine). As a reaction SMILES: [CH3:1][NH:2][C:3]1[CH:11]=[CH:10][C:6]([C:7]([OH:9])=O)=[CH:5][CH:4]=1.C1N=CN(C(N2C=NC=C2)=O)C=1.[CH3:24][S:25][C:26]1[CH:31]=[CH:30][C:29]([CH2:32][CH2:33][N:34]2[CH2:39][CH2:38][NH:37][CH2:36][CH2:35]2)=[CH:28][CH:27]=1>CN(C)C=O>[CH3:1][NH:2][C:3]1[CH:4]=[CH:5][C:6]([C:7]([N:37]2[CH2:36][CH2:35][N:34]([CH2:33][CH2:32][C:29]3[CH:30]=[CH:31][C:26]([S:25][CH3:24])=[CH:27][CH:28]=3)[CH2:39][CH2:38]2)=[O:9])=[CH:10][CH:11]=1. Reported procedure: The 1-(4-methylaminobenzoyl)-4-[2-(4-methylmercaptophenyl)ethyl]piperazine is prepared from 1.66 g of 4-methylaminobenzoic acid, 1.95 g of N,N-carbonyldiimidazole and 2.35 g of 1-[2-(4-methylmercaptophenyl)ethyl]piperazine in dimethylformamide at 85°. The base is purified via the hydrochloride (m.p. 185°, decomp.) and melts at 120°-121°. Reactants: ester, [OH-].[Na+] (sodium hydroxide), COC(CCC1=C(C=CC=C1)CCCCCOC1=C(C2=C(C(CCO2)=O)C=C1)CCC)=O (2-[5-[(3,4-dihydro-4-oxo-8-propyl-2H-1-benzopyran-7-yl)oxy]pentyl]benzenepropanoic acid methyl ester), OC1=C(C2=C(C(CCO2)=O)C=C1)CCC (2,3-dihydro-7-hydroxy-8-propyl-4H-1-benzopyran-4-one), COC(CCC1=C(C=CC=C1)CCCCCI)=O (2-(5-iodopentyl)benzenepropanoic acid methyl ester). Run in CO (methanol). Yields the product O=C1CCOC2=C1C=CC(=C2CCC)OCCCCCC2=C(C=CC=C2)CCC(=O)O (2-[5-[(3,4-dihydro-4-oxo-8-propyl-2H-1-benzopyran-7-yl)oxy]pentyl]benzenepropanoic acid). Yield: 67.5%. RXN SMILES: C[O:2][C:3](=[O:32])[CH2:4][CH2:5][C:6]1[CH:11]=[CH:10][CH:9]=[CH:8][C:7]=1[CH2:12][CH2:13][CH2:14][CH2:15][CH2:16][O:17][C:18]1[CH:28]=[CH:27][C:21]2[C:22](=[O:26])[CH2:23][CH2:24][O:25][C:20]=2[C:19]=1[CH2:29][CH2:30][CH3:31].OC1C=CC2C(=O)CCOC=2C=1CCC.COC(=O)CCC1C=CC=CC=1CCCCCI.[OH-].[Na+]>CO>[O:26]=[C:22]1[C:21]2[CH:27]=[CH:28][C:18]([O:17][CH2:16][CH2:15][CH2:14][CH2:13][CH2:12][C:7]3[CH:8]=[CH:9][CH:10]=[CH:11][C:6]=3[CH2:5][CH2:4][C:3]([OH:32])=[O:2])=[C:19]([CH2:29][CH2:30][CH3:31])[C:20]=2[O:25][CH2:24][CH2:23]1 |f:3.4|. Procedure: Using the procedure of example 4, 2-[5-[(3,4-dihydro-4-oxo-8-propyl-2H-1-benzopyran-7-yl)oxy]pentyl]benzenepropanoic acid methyl ester was prepared, in 67.5% yield, starting from 0.35 g (1.69 mmol) of 2,3-dihydro-7-hydroxy-8-propyl-4H-1-benzopyran-4-one and 0.54 g (1.5 mmol) of 2-(5-iodopentyl)benzenepropanoic acid methyl ester. A 0.5 g (1.14 mmol) sample of this ester was treated with 20 mL of methanol and 3 mL of aqueous 1N sodium hydroxide. The mixture was stirred and refluxed for 2.5 hr and ...